This data is from the Open Reaction Database (ORD), a public repository of structured organic reaction records. The task is: describe an organic reaction: reactants, conditions, products, and yield The reactants are B, C1CCOC1, CSC, CC(C)(C)OC(=O)N1CCC(OCC(=O)N2CCCCC2)CC1. The product is CC(C)(C)OC(=O)N1CCC(OCCN2CCCCC2)CC1. RXN SMILES: [BH3:27].[CH2:28]1[O:29][CH2:30][CH2:31][CH2:32]1.[CH3:24][S:25][CH3:26].[O:1]=[C:2]([CH2:3][O:4][CH:5]1[CH2:6][CH2:7][N:8]([C:11](=[O:12])[O:13][C:14]([CH3:15])([CH3:16])[CH3:17])[CH2:9][CH2:10]1)[N:18]1[CH2:19][CH2:20][CH2:21][CH2:22][CH2:23]1>>[CH2:2]([CH2:3][O:4][CH:5]1[CH2:6][CH2:7][N:8]([C:11](=[O:12])[O:13][C:14]([CH3:15])([CH3:16])[CH3:17])[CH2:9][CH2:10]1)[N:18]1[CH2:19][CH2:20][CH2:21][CH2:22][CH2:23]1. The reactants are ClC1=NC=CC(=C1)Cl (2,4-Dichloropyridine), CC(C)(C)[O-].[K+] (KOtBu), NC1=CC(=C(C=C1)O)Cl (4-amino-2-chlorophenol), resultant mixture. Run in O (H2O), CCOC(=O)C (EtOAc), CN(C)C=O (DMF). Conditions: temperature 90 celsius. Product: ClC=1C=C(C=CC1OC1=CC(=NC=C1)Cl)N (3-chloro-4-(2-chloropyridin-4-yloxy)benzenamine). Yield: 50.1%. RXN SMILES: CC([O-])(C)C.[K+].[NH2:7][C:8]1[CH:13]=[CH:12][C:11]([OH:14])=[C:10]([Cl:15])[CH:9]=1.[Cl:16][C:17]1[CH:22]=[C:21](Cl)[CH:20]=[CH:19][N:18]=1>CN(C=O)C.O.CCOC(C)=O>[Cl:15][C:10]1[CH:9]=[C:8]([NH2:7])[CH:13]=[CH:12][C:11]=1[O:14][C:21]1[CH:20]=[CH:19][N:18]=[C:17]([Cl:16])[CH:22]=1 |f:0.1|. Procedure details: KOtBu (1.016 g, 9.05 mmol) was added to a solution of 4-amino-2-chlorophenol (1.00 g, 6.97 mmol) in DMF (35 ml) at RT and the resultant mixture was stirred 45 min. 2,4-Dichloropyridine (1.340 g, 9.05 mmol) was then added and the reaction was stirred with heating at 90° C. overnight. The reaction was cooled to RT and diluted generously with H2O and EtOAc. The layers were separated. The aqueous was extracted with EtOAc (3×). The combined organics were washed with H2O (1×) and brine (2×), dried (Mg...